From a dataset of the Open Reaction Database (ORD), a public repository of structured organic reaction records. describe an organic reaction: reactants, conditions, products, and yield Starting materials: COC(=O)C(O)=CC(=O)N(C)Cc1ccc(F)cc1, CN1CC(C(=O)N(C)Cc2ccc(F)cc2)=C(O)C1=O, NCCc1ccccc1. Product: CN(Cc1ccc(F)cc1)C(=O)C1=C(O)C(=O)N(CCc2ccccc2)C1. RXN SMILES: [CH3:1][O:2][C:3](=[O:4])[C:5]([OH:6])=[CH:7][C:8](=[O:9])[N:10]([CH2:11][c:12]1[cH:13][cH:14][c:15]([F:16])[cH:17][cH:18]1)[CH3:19].[F:29][c:30]1[cH:31][cH:32][c:33]([CH2:34][N:35]([C:36](=[O:37])[C:38]2=[C:42]([OH:43])[C:41](=[O:44])[N:40]([CH3:45])[CH2:39]2)[CH3:46])[cH:47][cH:48]1.[c:20]1([CH2:26][CH2:27][NH2:28])[cH:21][cH:22][cH:23][cH:24][cH:25]1>>[c:20]1([CH2:26][CH2:27][N:28]2[CH2:39][C:38]([C:36]([N:35]([CH2:34][c:33]3[cH:32][cH:31][c:30]([F:29])[cH:48][cH:47]3)[CH3:46])=[O:37])=[C:42]([OH:43])[C:41]2=[O:44])[cH:21][cH:22][cH:23][cH:24][cH:25]1. Starting materials: OC1=C(C(N[C@H]1CC(C)C)=O)C(=O)OCC ((S)-2,5-dihydro-4-hydroxy-5-(2-methylpropyl)-2-oxo-1H-pyrrole-3-carboxylic acid, ethyl ester), C(C)O.O (ethanol water), [Cl-].[Na+] (sodium chloride), C(=O)=O (CO2). Solvent: C(C)(=O)OCC (ethyl acetate). Reaction conditions: time 15 minute. The product is CC(C[C@H]1C(CC(N1)=O)=O)C ((S)-5-(2-methylpropyl)-2,4-pyrrolidinedione). Isolated yield 68.3%. RXN SMILES: [OH:1][C:2]1[C@H:6]([CH2:7][CH:8]([CH3:10])[CH3:9])[NH:5][C:4](=[O:11])[C:3]=1C(OCC)=O.C(O)C.O.C(=O)=O.[Cl-].[Na+]>C(OCC)(=O)C>[CH3:9][CH:8]([CH3:10])[CH2:7][C@@H:6]1[NH:5][C:4](=[O:11])[CH2:3][C:2]1=[O:1] |f:1.2,4.5|. Procedure: Approximately 150 mmol of (S)-2,5-dihydro-4-hydroxy-5-(2-methylpropyl)-2-oxo-1H-pyrrole-3-carboxylic acid, ethyl ester is added as rapidly as possible to 1 L of boiling ethanol-water (1:1, pot temperature 85-87° C.) in a 3 L beaker with vigorous stirring. Complete solution occurs rapidly and vigorous effervescence is observed. Refluxing is continued 20 minutes until the CO2 evolution ceases. The beaker is plunged into an ice bath to rapidly cool the solution, 120 g of sodium chloride and 500 ml ... Reactants: C(C)(C)OC1=C(C(=O)Cl)C=CC=C1 (isopropoxy benzoyl chloride), acid chloride, Cl[Sn](Cl)(Cl)Cl (SnCl4). The product is C(C=C)OC1=CC=C(C(=O)Cl)C=C1 (4-allyloxy benzoyl chloride). As a reaction SMILES: C(O[C:5]1[CH:13]=[CH:12][CH:11]=[CH:10][C:6]=1[C:7]([Cl:9])=[O:8])(C)C.Cl[Sn](Cl)(Cl)Cl>>[CH2:7]([O:8][C:12]1[CH:13]=[CH:5][C:6]([C:7]([Cl:9])=[O:8])=[CH:10][CH:11]=1)[CH:6]=[CH2:5]. Procedure details: The procedure is the same as that described for isopropoxy benzoyl chloride. (2 g of the acid chloride was reacted at ambient temperature with 100 mg of SnCl4 for 2 hours and gave a red-brown solid with a dp of 4.4). Starting materials: ClCCCl, ClCCl, CC(=O)O, CC1CC(N(C(=O)CO)c2ccc(Cl)cc2)c2ccccc2N1. The product is CC(=O)OCC(=O)N(c1ccc(Cl)cc1)C1CC(C)Nc2ccccc21. RXN SMILES: [CH2:24]([Cl:25])[CH2:26][Cl:27].[CH2:32]([Cl:33])[Cl:34].[CH3:28][C:29]([OH:30])=[O:31].[Cl:1][c:2]1[cH:3][cH:4][c:5]([N:8]([C:9]([CH2:10][OH:11])=[O:12])[CH:13]2[CH2:14][CH:15]([CH3:23])[NH:16][c:17]3[cH:18][cH:19][cH:20][cH:21][c:22]32)[cH:6][cH:7]1>>[Cl:1][c:2]1[cH:3][cH:4][c:5]([N:8]([C:9]([CH2:10][O:11][C:29]([CH3:28])=[O:30])=[O:12])[CH:13]2[CH2:14][CH:15]([CH3:23])[NH:16][c:17]3[cH:18][cH:19][cH:20][cH:21][c:22]32)[cH:6][cH:7]1. The solvent is C(C)O (ethanol), CCOCC (ether). Reactants: FC=1C=[N+](C=CC1[N+](=O)[O-])[O-] (3-fluoro-4-nitropyridine-1-oxide), C1CCC2=CC(=CC=C12)N (indan-5-amine). Reported procedure: A solution of 3-fluoro-4-nitropyridine-1-oxide (12 g) and indan-5-amine (10 g) in 200 ml ethanol was stirred at reflux for two hours, and thereafter cooled, diluted with ether and filtered to give 19 g solid, m.p. 195°. Four grams were recrystallized from ethanol to give 2.6 g crystals, m.p. 194°-195°. Isolated yield 93.3%. The product is C1CCC2=CC(=CC=C12)NC=1C=[N+](C=CC1[N+](=O)[O-])[O-] (N-(Indan-5-yl)-4-nitro-3-pyridinamine-1-oxide). RXN SMILES: F[C:2]1[CH:3]=[N+:4]([O-:11])[CH:5]=[CH:6][C:7]=1[N+:8]([O-:10])=[O:9].[CH2:12]1[C:20]2[C:15](=[CH:16][C:17]([NH2:21])=[CH:18][CH:19]=2)[CH2:14][CH2:13]1>C(O)C.CCOCC>[CH2:12]1[C:20]2[C:15](=[CH:16][C:17]([NH:21][C:2]3[CH:3]=[N+:4]([O-:11])[CH:5]=[CH:6][C:7]=3[N+:8]([O-:10])=[O:9])=[CH:18][CH:19]=2)[CH2:14][CH2:13]1.